This data is from the Open Reaction Database (ORD), a public repository of structured organic reaction records. The task is: describe an organic reaction: reactants, conditions, products, and yield The reactants are N1=C(C=CC=C1)CC(=S)N (2-(2-pyridyl)thioacetamide), aqueous solution, C1(CC1)N (cyclopropylamine). The solvent is O (water). The product is C1(CC1)NC(CC1=NC=CC=C1)=S (N-cyclopropyl-2-(2-pyridyl)thioacetamide). RXN SMILES: [N:1]1[CH:6]=[CH:5][CH:4]=[CH:3][C:2]=1[CH2:7][C:8]([NH2:10])=[S:9].[CH:11]1(N)[CH2:13][CH2:12]1>O>[CH:11]1([NH:10][C:8](=[S:9])[CH2:7][C:2]2[CH:3]=[CH:4][CH:5]=[CH:6][N:1]=2)[CH2:13][CH2:12]1. Reported procedure: A solution of 7.6 g. (0.05 mole) of 2-(2-pyridyl)thioacetamide in a 40% aqueous solution of cyclopropylamine is refluxed for 45 minutes. After cooling, approximately 30 ml. of water is added. The reaction mixture is extracted three times with chloroform. The extracts are combined and dried over magnesium sulfate. The solvent is removed under reduced pressure. The residue is recrystallized twice from ethyl acetate/hexane to give N-cyclopropyl-2-(2-pyridyl)thioacetamide. Reactants: C(CCC)C/1=CN(S\C1=N/C(=O)[C@]1(C([C@H](CC1)C(=O)O)(C)C)C)C(C)(C)C ((1S,3R)-3-({[(5Z)-4-butyl-2-tert-butylisothiazol-5(2H)-ylidene]amino}carbonyl)-2,2,3-trimethylcyclopentanecarboxylic acid), C(CN)CO (propanolamine). The product is C(CCC)C/1=CN(S\C1=N/C(=O)[C@]1(C([C@H](CC1)C(=O)NCCCO)(C)C)C)C(C)(C)C ((1R,3S)—N1-[(5Z)-4-butyl-2-tert-butylisothiazol-5(2H)-ylidene]-N3-(3-hydroxypropyl)-1,2,2-trimethylcyclopentane-1,3-dicarboxamide). As a reaction SMILES: [CH2:1]([C:5]1=[CH:6][N:7]([C:24]([CH3:27])([CH3:26])[CH3:25])[S:8]/[C:9]/1=[N:10]\[C:11]([C@:13]1([CH3:23])[CH2:17][CH2:16][C@H:15]([C:18]([OH:20])=O)[C:14]1([CH3:22])[CH3:21])=[O:12])[CH2:2][CH2:3][CH3:4].[CH2:28]([CH2:31][OH:32])[CH2:29][NH2:30]>>[CH2:1]([C:5]1=[CH:6][N:7]([C:24]([CH3:25])([CH3:26])[CH3:27])[S:8]/[C:9]/1=[N:10]\[C:11]([C@:13]1([CH3:23])[CH2:17][CH2:16][C@H:15]([C:18]([NH:30][CH2:29][CH2:28][CH2:31][OH:32])=[O:20])[C:14]1([CH3:21])[CH3:22])=[O:12])[CH2:2][CH2:3][CH3:4]. Reported procedure: The product from Example 173 and propanolamine (Aldrich) were processed using the method described in Example 178 to afford the title compound. 1H NMR (DMSO-d6) δ 0.48 (s, 3H), 0.90 (t, J=7.3 Hz, 3H), 1.19 (s, 3H), 1.23 (s, 3H), 1.26-1.45 (m, 3H), 1.49-1.57 (m, 2H), 1.57 (s, 9H), 1.57-1.67 (m, 3H), 1.96-2.08 (m, 1H), 2.62-2.68 (m, 3H), 2.72-2.83 (m, 1H), 2.95-3.06 (m, 1H), 3.13-3.26 (m, 1H), 3.37-3.43 (m, 2H), 4.42 (t, J=5.3 Hz, 1H), 7.56 (t, J=5.7 Hz, 1H), 8.50 (s, 1H). (ESI+) m/z 452 (M+H)+. A... The reactants are O (water), C(CC)C1=NC(=C(C=C1C(=O)OCC)C(=O)OCC)C=C (diethyl 2-propyl-6-vinylpyridine-3,5-dicarboxylate), NC1CCN(CC1)C(=O)OC(C)(C)C (tert-butyl 4-aminopiperidine-1-carboxylate), C(C)N(C(C)C)C(C)C (N-ethyl-N-isopropylpropan-2-amine). The solvent is CC(=O)N(C)C (DMA). Conditions: temperature 135 celsius, time 4.5 hour. Product: C(C)(C)(C)OC(=O)N1CCC(CC1)N1C(C=2C=C(C(=NC2CC1)CCC)C(=O)OCC)=O (Ethyl 6-(1-(tert-butoxycarbonyl)piperidin-4-yl)-5-oxo-2-propyl-5,6,7,8-tetrahydro-1,6-naphthyridine-3-carboxylate). Isolated yield 72.7%. RXN SMILES: [CH2:1]([C:4]1[C:9]([C:10]([O:12][CH2:13][CH3:14])=[O:11])=[CH:8][C:7]([C:15]([O:17]CC)=O)=[C:6]([CH:20]=[CH2:21])[N:5]=1)[CH2:2][CH3:3].[NH2:22][CH:23]1[CH2:28][CH2:27][N:26]([C:29]([O:31][C:32]([CH3:35])([CH3:34])[CH3:33])=[O:30])[CH2:25][CH2:24]1.C(N(C(C)C)C(C)C)C.O>CC(N(C)C)=O>[C:32]([O:31][C:29]([N:26]1[CH2:27][CH2:28][CH:23]([N:22]2[CH2:21][CH2:20][C:6]3[N:5]=[C:4]([CH2:1][CH2:2][CH3:3])[C:9]([C:10]([O:12][CH2:13][CH3:14])=[O:11])=[CH:8][C:7]=3[C:15]2=[O:17])[CH2:24][CH2:25]1)=[O:30])([CH3:35])([CH3:33])[CH3:34]. Procedure: A mixture of diethyl 2-propyl-6-vinylpyridine-3,5-dicarboxylate (9.00 g), tert-butyl 4-aminopiperidine-1-carboxylate (7.42 g) and N-ethyl-N-isopropylpropan-2-amine (8.09 mL) in DMA (45 mL) was stirred at 130 to 140° C. for 4.5 hours. The mixture was poured into water at room temperature and extracted with ethyl acetate. The organic layer was separated, washed with brine twice, dried over anhydrous magnesium sulfate and concentrated in vacuo. The residue was passed through a silica gel-pad (hexan... The reactants are IC1=CC=C(C=C1)CN ((4-iodophenyl)methanamine), ClC(=O)OCC1=CC=CC=C1 (benzyl chloroformate), C(=O)([O-])[O-].[K+].[K+] (K2CO3). Run in O1CCCC1 (tetrahydrofuran), O (H2O). Conditions: time 5 hour. Yields the product IC1=CC=C(CNC(OCC2=CC=CC=C2)=O)C=C1 (Benzyl 4-iodobenzylcarbamate). Reaction SMILES: [I:1][C:2]1[CH:7]=[CH:6][C:5]([CH2:8][NH2:9])=[CH:4][CH:3]=1.Cl[C:11]([O:13][CH2:14][C:15]1[CH:20]=[CH:19][CH:18]=[CH:17][CH:16]=1)=[O:12].C([O-])([O-])=O.[K+].[K+]>O1CCCC1.O>[I:1][C:2]1[CH:7]=[CH:6][C:5]([CH2:8][NH:9][C:11](=[O:12])[O:13][CH2:14][C:15]2[CH:20]=[CH:19][CH:18]=[CH:17][CH:16]=2)=[CH:4][CH:3]=1 |f:2.3.4|. Reported procedure: To a solution of (4-iodophenyl)methanamine (5 g, 18.5 mmol) and benzyl chloroformate (3.47 g) in a mixture of tetrahydrofuran (20 mL) and H2O (50 mL) was added K2CO3 (10.2 g, 74 mmol) at 5° C. The reaction mixture was stirred at room temperature for 5 hours, and partitioned between ethyl acetate and brine. The organic phase was washed with brine, dried over MgSO4, filtered, and concentrated to afford the title compound. LC-MS (ESI): m/z 368 (M+H), RT: 2.25 min; 1H NMR (400 MHz, CDCl3): δ 4.32 (d... Reactants: C(C)(=O)OCC (ethyl acetate), C(C)OC(C(=O)C1=C(C=C(C=C1)O[Si](C)(C)C(C)(C)C)O)=O ([4-(tert-Butyl-dimethyl-silanyloxy)-2-hydroxy-phenyl]-oxo-acetic acid ethyl ester), ClCC(=O)C1=C(C=C(C=C1)Cl)Cl (2-chloro-1-(2,4-dichlorophenyl)ethanone), C([O-])([O-])=O.[K+].[K+] (potassium carbonate). Run in O (water), CN(C=O)C (N,N-dimethylformamide). Run at temperature 90 celsius, time 16 hour. Yields the product C(C)OC(=O)C1=C(OC2=C1C(=CC=C2)O)C(C2=C(C=C(C=C2)Cl)Cl)=O (2-(2,4-Dichloro-benzoyl)-hydroxy-benzofuran-3-carboxylic acid ethyl ester). The yield is 36.1%. Reaction SMILES: [CH2:1]([O:3][C:4](=[O:22])[C:5]([C:7]1[CH:12]=[CH:11][C:10](O[Si](C(C)(C)C)(C)C)=[CH:9][C:8]=1[OH:21])=O)[CH3:2].Cl[CH2:24][C:25]([C:27]1[CH:32]=[CH:31][C:30]([Cl:33])=[CH:29][C:28]=1[Cl:34])=[O:26].C(=O)([O-])[O-:36].[K+].[K+].C(OCC)(=O)C>CN(C)C=O.O>[CH2:1]([O:3][C:4]([C:5]1[C:7]2[C:8]([OH:21])=[CH:9][CH:10]=[CH:11][C:12]=2[O:36][C:24]=1[C:25](=[O:26])[C:27]1[CH:32]=[CH:31][C:30]([Cl:33])=[CH:29][C:28]=1[Cl:34])=[O:22])[CH3:2] |f:2.3.4|. Procedure details: To a solution of [4-(tert-Butyl-dimethyl-silanyloxy)-2-hydroxy-phenyl]-oxo-acetic acid ethyl ester from step 2 (2.0 g, 6.16 mmol) and 2-chloro-1-(2,4-dichlorophenyl)ethanone (1.65 g, 7.4 mmol, 1.2 eq) in anhydrous N,N-dimethylformamide (100 mL) was added potassium carbonate (1.7 g, 12.3 mmol, 2 eq). The reaction mixture was stirred at 90° C. for 16 h. The mixture was cooled to room temperature then poured into ethyl acetate (100 mL) and water (100 mL). The aqueous layer was extracted with ethyl ...